This data is from the Open Reaction Database (ORD), a public repository of structured organic reaction records. The task is: describe an organic reaction: reactants, conditions, products, and yield The reactants are ClC=1C=C(CN)C=CC1Cl (3,4-dichlorobenzylamine), ClC=1C2=C(N=C(N1)C=1C=NC=CC1)SC(=C2)C(F)(F)F (4-chloro-2-(pyridin-3-yl)-6-trifluoromethyl-thieno-[2,3-d]-pyrimidine). The product is N1=CC(=CC=C1)C=1N=C(C2=C(N1)SC(=C2)C(F)(F)F)NCC2=CC(=C(C=C2)Cl)Cl (2-(pyridin-3-yl)-4-(3,4-dichlorobenzylamino)-6-trifluoromethyl-thieno-[2,3-d]-pyrimidine). As a reaction SMILES: [Cl:1][C:2]1[CH:3]=[C:4]([CH:7]=[CH:8][C:9]=1[Cl:10])[CH2:5][NH2:6].Cl[C:12]1[C:13]2[CH:26]=[C:25]([C:27]([F:30])([F:29])[F:28])[S:24][C:14]=2[N:15]=[C:16]([C:18]2[CH:19]=[N:20][CH:21]=[CH:22][CH:23]=2)[N:17]=1>>[N:20]1[CH:21]=[CH:22][CH:23]=[C:18]([C:16]2[N:17]=[C:12]([NH:6][CH2:5][C:4]3[CH:7]=[CH:8][C:9]([Cl:10])=[C:2]([Cl:1])[CH:3]=3)[C:13]3[CH:26]=[C:25]([C:27]([F:30])([F:28])[F:29])[S:24][C:14]=3[N:15]=2)[CH:19]=1. Reported procedure: With the procedure of Example 1, the reaction of 3,4-dichlorobenzylamine with 4-chloro-2-(pyridin-3-yl)-6-trifluoromethyl-thieno-[2,3-d]-pyrimidine yields 2-(pyridin-3-yl)-4-(3,4-dichlorobenzylamino)-6-trifluoromethyl-thieno-[2,3-d]-pyrimidine. Starting materials: C(=O)(OCC1=CC=CC=C1)N[C@@H](C)C(=O)N[C@@H](C)C(=O)NC=1C=C2C=CC=NC2=CC1 (6-(N-Carbobenzoxy-L-alanyl-L-alanylamino)quinoline), CI (methyliodide), ( 435 )+I-.. The solvent is C(Cl)(Cl)Cl (chloroform). Run at time 24 hour. Yields the product [I-].CN1CC=CC2=CC(=CC=C12)NC([C@@H](NC([C@@H](NC(=O)OCC1=CC=CC=C1)C)=O)C)=O (1-Methyl-6-(N-carbobenzoxy-L-alanyl-L-alanylamino) quinoline Iodide). Isolated yield 90.0%. RXN SMILES: [C:1]([NH:11][C@H:12]([C:14]([NH:16][C@H:17]([C:19]([NH:21][C:22]1[CH:23]=[C:24]2[C:29](=[CH:30][CH:31]=1)[N:28]=[CH:27][CH:26]=[CH:25]2)=[O:20])[CH3:18])=[O:15])[CH3:13])([O:3][CH2:4][C:5]1[CH:10]=[CH:9][CH:8]=[CH:7][CH:6]=1)=[O:2].[CH3:32][I:33]>C(Cl)(Cl)Cl>[I-:33].[CH3:32][N:28]1[C:29]2[C:24](=[CH:23][C:22]([NH:21][C:19](=[O:20])[C@H:17]([CH3:18])[NH:16][C:14](=[O:15])[C@H:12]([CH3:13])[NH:11][C:1]([O:3][CH2:4][C:5]3[CH:6]=[CH:7][CH:8]=[CH:9][CH:10]=3)=[O:2])=[CH:31][CH:30]=2)[CH:25]=[CH:26][CH2:27]1 |f:3.4|. Reported procedure: To 29 mg (0.06 mmol) of VII in 5 ml of chloroform was added 1 ml of methyliodide. After the mixture was stirred for 24 hours at room temperature, the solvent and alkylating agent were removed in vacuo to afford a thick orange oil. Crystallization from ethanol-ether produced 36 mg (90% yield), of a finely divided yellow powder: mp 135° C. decomposes; Rf(E)=0.06. Analysis calculated for C24H27N4O4I: C, 51.26; H, 4.84; N, 9.96. Found: C, 50.05; H, 5.23; N, 9.85. Fast atom bombardment mass spectrum:... Reactants: Cc1ccc(C#N)c(Br)c1, O=C([O-])[O-], CN(C)C=O, [Cu], Fc1ccc(S)cc1, [K+], [K+]. Yields the product Cc1ccc(C#N)c(Sc2ccc(F)cc2)c1. As a reaction SMILES: [Br:1][c:2]1[c:3]([C:4]#[N:5])[cH:6][cH:7][c:8]([CH3:10])[cH:9]1.[C:19](=[O:20])([O-:21])[O-:22].[CH3:26][N:27]([CH3:28])[CH:29]=[O:30].[Cu:25].[F:11][c:12]1[cH:13][cH:14][c:15]([SH:18])[cH:16][cH:17]1.[K+:23].[K+:24]>>[c:2]1([S:18][c:15]2[cH:14][cH:13][c:12]([F:11])[cH:17][cH:16]2)[c:3]([C:4]#[N:5])[cH:6][cH:7][c:8]([CH3:10])[cH:9]1. As a reaction SMILES: [C:15]([CH:16]([CH3:17])[CH3:18])(=[O:19])[Cl:20].[Cl:21][CH2:22][Cl:23].[NH2:1][c:2]1[cH:3][n:4][cH:5][c:6]([Br:8])[cH:7]1.[cH:9]1[cH:10][cH:11][n:12][cH:13][cH:14]1>>[NH:1]([c:2]1[cH:3][n:4][cH:5][c:6]([Br:8])[cH:7]1)[C:15]([CH:16]([CH3:17])[CH3:18])=[O:19]. Yields the product CC(C)C(=O)Nc1cncc(Br)c1. The reactants are CC(C)C(=O)Cl, ClCCl, Nc1cncc(Br)c1, c1ccncc1. The reactants are CCO, COc1cccc(C=CCCCCC(=O)O)c1. Yields the product COc1cccc(CCCCCCC(=O)O)c1. Reaction SMILES: [CH3:18][CH2:19][OH:20].[CH3:1][O:2][c:3]1[cH:4][c:5]([CH:9]=[CH:10][CH2:11][CH2:12][CH2:13][CH2:14][C:15](=[O:16])[OH:17])[cH:6][cH:7][cH:8]1>>[CH3:1][O:2][c:3]1[cH:4][c:5]([CH2:9][CH2:10][CH2:11][CH2:12][CH2:13][CH2:14][C:15](=[O:16])[OH:17])[cH:6][cH:7][cH:8]1.